From a dataset of the Open Reaction Database (ORD), a public repository of structured organic reaction records. describe an organic reaction: reactants, conditions, products, and yield Reactants: C(C)(C)(C)OCl (t-butylhypochlorite), COC(\C=C\C1=CC(=C(C=C1)F)F)=O (trans-3,4-difluorocinnamic acid methyl ester), crude material, Potassium osmate dihydrate, C(N)(OCC1=CC=CC=C1)=O (benzyl carbamate), S(=O)(=O)([O-])S(=O)[O-].[Na+].[Na+] (Sodium metabisulfite). Reagents/catalysts: CC[C@@H]1CN2CC[C@@H]1C[C@@H]2[C@@H](C3=C4C=C(C=CC4=NC=C3)OC)OC5=NN=C(C6=CC=CC=C65)O[C@@H]([C@H]7C[C@@H]8CCN7C[C@@H]8CC)C9=C1C=C(C=CC1=NC=C9)OC ((DHQ)2PHAL). Solvent: C(CC)O (n-propanol), [OH-].[Na+] (NaOH), C(C)(=O)OCC (ethyl acetate), O (water), [OH-].[Na+] (NaOH), C(CC)O (n-propanol). Conditions: time 30 minute. The product is [OH-].[Na+] (NaOH), COC([C@@H]([C@H](C1=CC(=C(C=C1)F)F)NC(=O)OCC1=CC=CC=C1)O)=O ((2R,3S)-N-benzyloxycarbonyl-3-amino-3-(3,4-difluorophenyl)-2-hydroxypropionic acid methyl ester). The yield is 309.3%. Reaction SMILES: [C:1](=[O:11])([O:3][CH2:4][C:5]1[CH:10]=[CH:9][CH:8]=[CH:7][CH:6]=1)[NH2:2].C([O:16]Cl)(C)(C)C.[CH3:18][O:19][C:20](=[O:31])/[CH:21]=[CH:22]/[C:23]1[CH:28]=[CH:27][C:26]([F:29])=[C:25]([F:30])[CH:24]=1.S(S([O-])=O)([O-])(=O)=O.[Na+:39].[Na+]>O.[OH-].[Na+].C(O)CC.CC[C@H]1[C@H]2C[C@H]([C@H](OC3C4C(=CC=CC=4)C(O[C@H](C4C=CN=C5C=4C=C(OC)C=C5)[C@@H]4N5C[C@H](CC)[C@@H](CC5)C4)=NN=3)C3C=CN=C4C=3C=C(OC)C=C4)N(CC2)C1.C(OCC)(=O)C>[OH-:3].[Na+:39].[CH3:18][O:19][C:20](=[O:31])[C@H:21]([OH:16])[C@@H:22]([NH:2][C:1]([O:3][CH2:4][C:5]1[CH:6]=[CH:7][CH:8]=[CH:9][CH:10]=1)=[O:11])[C:23]1[CH:28]=[CH:27][C:26]([F:29])=[C:25]([F:30])[CH:24]=1 |f:3.4.5,7.8,12.13|. Procedure details: A solution of NaOH (4.1 g, 103 mmol) was prepared in 175 mL water. Potassium osmate dihydrate (491 mg, 1.3 mmol) was dissolved in 35 mL of this NaOH solution, resulting in a dark pink homogeneous mixture. To a 1000 mL round bottom flask is added the remaining NaOH solution prepared above, 135 mL n-propanol and benzyl carbamate (9.8 g, 110 mmol). The suspension was stirred at ambient temperature for 30 min wherein the mixture was nearly homogeneous. The reaction flask was placed in a room tempera...